From a dataset of the Open Reaction Database (ORD), a public repository of structured organic reaction records. describe an organic reaction: reactants, conditions, products, and yield The reactants are O (water), ClC1=C(OCCCOC2=CC=C(C=C2)C(C(C)=O)=NO)C(=CC(=C1)OCC=C(Cl)Cl)Cl (1-(4-{3-[2,6-dichloro-4-(3,3-dichloro-allyloxy)-phenoxy]-propoxy}-phenyl)-propane-1,2-dione 1-oxime), C([O-])([O-])=O.[K+].[K+] (potassium carbonate), CI (methyl iodide). Run in CN(C=O)C (dimethylformamide). The product is CON=C(C(C)=O)C1=CC=C(C=C1)OCCCOC1=C(C=C(C=C1Cl)OCC=C(Cl)Cl)Cl (1-(4-{3-[2,6-dichloro-4-(3,3-dichloro-allyloxy)-phenoxy]-propoxy}-phenyl)-propane-1,2-dione 1-(O-methyl-oxime)). Reaction SMILES: [Cl:1][C:2]1[CH:24]=[C:23]([O:25][CH2:26][CH:27]=[C:28]([Cl:30])[Cl:29])[CH:22]=[C:21]([Cl:31])[C:3]=1[O:4][CH2:5][CH2:6][CH2:7][O:8][C:9]1[CH:14]=[CH:13][C:12]([C:15](=[N:19][OH:20])[C:16](=[O:18])[CH3:17])=[CH:11][CH:10]=1.[C:32](=O)([O-])[O-].[K+].[K+].CI.O>CN(C)C=O>[CH3:32][O:20][N:19]=[C:15]([C:12]1[CH:13]=[CH:14][C:9]([O:8][CH2:7][CH2:6][CH2:5][O:4][C:3]2[C:2]([Cl:1])=[CH:24][C:23]([O:25][CH2:26][CH:27]=[C:28]([Cl:30])[Cl:29])=[CH:22][C:21]=2[Cl:31])=[CH:10][CH:11]=1)[C:16](=[O:18])[CH3:17] |f:1.2.3|. Procedure details: 0.8 g of 1-(4-{3-[2,6-dichloro-4-(3,3-dichloro-allyloxy)-phenoxy]-propoxy}-phenyl)-propane-1,2-dione 1-oxime, 0.43 g of potassium carbonate and 0.26 g of methyl iodide are stirred in 10 ml of dimethylformamide at room temperature for 2 hours. The reaction mixture is poured into water and extracted with ethyl acetate. After concentration of the organic phase and purification over silica gel, the title compound is obtained. 1H-NMR (CDCl3) 300 MHz: 2.30 (m, 2H), 2.51 (s, 3H), 4.08 (s, 3H), 4.15 (t,... The reactants are C(C1=CC=CC=C1)N1CC2C(CCC(C2(C1)C(=O)OC)C1=C(C=CC=C1)OC)=O (methyl (3aRS,4SR,7aRS)-2-benzyl-4-(2-methoxyphenyl)-7-oxo-octahydroisoindole-3a-carboxylate), O.NN (hydrazine hydrate). The solvent is CO (methanol). Product: C(C1=CC=CC=C1)N1CC2C(CCC(C2(C1)C(=O)OC)C1=C(C=CC=C1)OC)=NN (methyl (3aRS,4SR,7aRS)-2-benzyl-7-hydrazono-4-(2-methoxyphenyl)octahydroisoindole-3a-carboxylate). Isolated yield 101.4%. RXN SMILES: [CH2:1]([N:8]1[CH2:16][C:15]2([C:17]([O:19][CH3:20])=[O:18])[CH:10]([C:11](=O)[CH2:12][CH2:13][CH:14]2[C:21]2[CH:26]=[CH:25][CH:24]=[CH:23][C:22]=2[O:27][CH3:28])[CH2:9]1)[C:2]1[CH:7]=[CH:6][CH:5]=[CH:4][CH:3]=1.O.[NH2:31][NH2:32]>CO>[CH2:1]([N:8]1[CH2:16][C:15]2([C:17]([O:19][CH3:20])=[O:18])[CH:10]([C:11](=[N:31][NH2:32])[CH2:12][CH2:13][CH:14]2[C:21]2[CH:26]=[CH:25][CH:24]=[CH:23][C:22]=2[O:27][CH3:28])[CH2:9]1)[C:2]1[CH:7]=[CH:6][CH:5]=[CH:4][CH:3]=1 |f:1.2|. Reported procedure: A solution of 166.6 g (0.424 mol) of methyl (3aRS,4SR,7aRS)-2-benzyl-4-(2-methoxyphenyl)-7-oxo-octahydroisoindole-3a-carboxylate and of 84.5 g (1.69 mol) of hydrazine hydrate in 2.8 dm3 of methanol is brought to reflux for two hours. After concentrating the methanol under reduced pressure, the residue was taken up in 2 dm3 of dichloromethane, washed with four times 1 dm3 of distilled water, dried over magnesium sulphate and concentrated under reduced pressure. 175.2 g of methyl (3aRS,4SR,7aRS)-2... Isolated yield 93.4%. Procedure: A solution of 6-benzyloxy-3-chloromethyl-2-isobutyl-4-phenyl-1(2H)-isoquinolinone (2.59 g, 6 mmol) and potassium phthalimide (1.67 g, 9 mmol) in N,N-dimethylformamide (30 mL) was stirred at room temperature for 6 h. The reaction mixture was poured into water and extracted with ethyl acetate. After washing the extract with water, the extract was dried over anhydrous magnesium sulfate and concentrated under reduced pressure. The obtained crystals were recrystallized from ethyl acetate-diisopropyl ... Product: C(C1=CC=CC=C1)OC=1C=C2C(=C(N(C(C2=CC1)=O)CC(C)C)CN1C(C2=CC=CC=C2C1=O)=O)C1=CC=CC=C1 (2-[(6-benzyloxy-2-isobutyl-1-oxo-4-phenyl-1,2-dihydro-3-isoquinolinyl)methyl]-1H-isoindole-1,3(2H)-dione). As a reaction SMILES: [CH2:1]([O:8][C:9]1[CH:10]=[C:11]2[C:16](=[CH:17][CH:18]=1)[C:15](=[O:19])[N:14]([CH2:20][CH:21]([CH3:23])[CH3:22])[C:13]([CH2:24]Cl)=[C:12]2[C:26]1[CH:31]=[CH:30][CH:29]=[CH:28][CH:27]=1)[C:2]1[CH:7]=[CH:6][CH:5]=[CH:4][CH:3]=1.[C:32]1(=[O:42])[NH:36][C:35](=[O:37])[C:34]2=[CH:38][CH:39]=[CH:40][CH:41]=[C:33]12.[K].O>CN(C)C=O>[CH2:1]([O:8][C:9]1[CH:10]=[C:11]2[C:16](=[CH:17][CH:18]=1)[C:15](=[O:19])[N:14]([CH2:20][CH:21]([CH3:23])[CH3:22])[C:13]([CH2:24][N:36]1[C:32](=[O:42])[C:33]3[C:34](=[CH:38][CH:39]=[CH:40][CH:41]=3)[C:35]1=[O:37])=[C:12]2[C:26]1[CH:31]=[CH:30][CH:29]=[CH:28][CH:27]=1)[C:2]1[CH:7]=[CH:6][CH:5]=[CH:4][CH:3]=1 |f:1.2,^1:42|. Reactants: C(C1=CC=CC=C1)OC=1C=C2C(=C(N(C(C2=CC1)=O)CC(C)C)CCl)C1=CC=CC=C1 (6-benzyloxy-3-chloromethyl-2-isobutyl-4-phenyl-1(2H)-isoquinolinone), C1(C=2C(C(N1)=O)=CC=CC2)=O.[K] (potassium phthalimide), O (water). Solvent: CN(C=O)C (N,N-dimethylformamide). Starting materials: O=C1OC(=O)C2=C1CCCC2, CC(=O)O, O, Nc1ccc(Cl)c(O)c1. The product is O=C1C2=C(CCCC2)C(=O)N1c1ccc(Cl)c(O)c1. Reaction SMILES: [C:1]1(=[O:11])[C:2]2=[C:3]([C:4](=[O:5])[O:6]1)[CH2:7][CH2:8][CH2:9][CH2:10]2.[CH3:21][C:22](=[O:23])[OH:24].[OH2:25].[OH:12][c:13]1[cH:14][c:15]([NH2:16])[cH:17][cH:18][c:19]1[Cl:20]>>[C:1]1(=[O:11])[C:2]2=[C:3]([C:4](=[O:6])[N:16]1[c:15]1[cH:14][c:13]([OH:12])[c:19]([Cl:20])[cH:18][cH:17]1)[CH2:7][CH2:8][CH2:9][CH2:10]2. Reactants: FC1=CC=C(C(=C1C=O)O)OC (6-fluoro-2-hydroxy-3-methoxybenzaldehyde), Cl (hydrochloric acid), C1CCOC1 (THF), [BH4-].[Na+] (sodium borohydride). Solvent: C(C)O (ethanol). Conditions: time 30 minute. The product is FC=1C(=C(C(=CC1)OC)O)CO (3-fluoro-2-hydroxymethyl-6-methoxyphenol). The yield is 88.0%. As a reaction SMILES: [F:1][C:2]1[C:7]([CH:8]=[O:9])=[C:6]([OH:10])[C:5]([O:11][CH3:12])=[CH:4][CH:3]=1.C1COCC1.[BH4-].[Na+].Cl>C(O)C>[F:1][C:2]1[C:7]([CH2:8][OH:9])=[C:6]([OH:10])[C:5]([O:11][CH3:12])=[CH:4][CH:3]=1 |f:2.3|. Procedure details: To a solution of 6.85 g of 6-fluoro-2-hydroxy-3-methoxybenzaldehyde [CAS No. 457628-15-8] in 200 ml of an ethanol:THF=1:1 mixed solvent there was added 1.52 g of sodium borohydride while cooling on ice. After stirring at room temperature for 30 minutes, 1N hydrochloric acid was added to the reaction mixture while cooling on ice. The reaction mixture was extracted with ethyl acetate and dried over anhydrous magnesium sulfate. The desiccating agent was filtered off, and the filtrate was concentrat...